This data is from the Open Reaction Database (ORD), a public repository of structured organic reaction records. The task is: describe an organic reaction: reactants, conditions, products, and yield The reactants are CC(C)c1cccc(C(C)C)c1NC(=O)CC(CC(c1ccccc1)c1ccccc1)=NO, CO, N. Yields the product CC(C)c1cccc(C(C)C)c1NC(=O)CC(N)CC(c1ccccc1)c1ccccc1. Reaction SMILES: [CH3:1][CH:2]([CH3:3])[c:4]1[c:5]([NH:13][C:14]([CH2:15][C:16]([CH2:17][CH:18]([c:19]2[cH:20][cH:21][cH:22][cH:23][cH:24]2)[c:25]2[cH:26][cH:27][cH:28][cH:29][cH:30]2)=[N:31][OH:32])=[O:33])[c:6]([CH:10]([CH3:11])[CH3:12])[cH:7][cH:8][cH:9]1.[CH3:35][OH:36].[NH3:34]>>[CH3:1][CH:2]([CH3:3])[c:4]1[c:5]([NH:13][C:14]([CH2:15][CH:16]([CH2:17][CH:18]([c:19]2[cH:20][cH:21][cH:22][cH:23][cH:24]2)[c:25]2[cH:26][cH:27][cH:28][cH:29][cH:30]2)[NH2:31])=[O:33])[c:6]([CH:10]([CH3:11])[CH3:12])[cH:7][cH:8][cH:9]1. Reactants: CS(=O)(=O)Cc1ccc(N)cc1, CCO, CC(C)Nc1nc2cc(N(C)c3ccnc(Cl)n3)ccc2n1C, Cl. Product: Cl, CC(C)Nc1nc2cc(N(C)c3ccnc(Nc4ccc(CS(C)(=O)=O)cc4)n3)ccc2n1C. RXN SMILES: [CH3:24][S:25](=[O:26])(=[O:27])[CH2:28][c:29]1[cH:30][cH:31][c:32]([NH2:33])[cH:34][cH:35]1.[CH3:37][CH2:38][OH:39].[Cl:1][c:2]1[n:3][cH:4][cH:5][c:6]([N:8]([c:9]2[cH:10][c:11]3[c:12]([n:13]([CH3:20])[c:14]([NH:16][CH:17]([CH3:18])[CH3:19])[n:15]3)[cH:21][cH:22]2)[CH3:23])[n:7]1.[ClH:36]>>[ClH:1].[c:2]1([NH:33][c:32]2[cH:31][cH:30][c:29]([CH2:28][S:25]([CH3:24])(=[O:26])=[O:27])[cH:35][cH:34]2)[n:3][cH:4][cH:5][c:6]([N:8]([c:9]2[cH:10][c:11]3[c:12]([n:13]([CH3:20])[c:14]([NH:16][CH:17]([CH3:18])[CH3:19])[n:15]3)[cH:21][cH:22]2)[CH3:23])[n:7]1. The reactants are NC1(CCCC1)C(=O)OCC (ethyl 1-amino-1-cyclopentanecarboxylate), [N+](=O)([O-])C1=CC=C(C=C1)OC(CNC([C@@H](NC(=O)OCC1=CC=CC=C1)C)=O)=O (benzyloxycarbonylalanyl-glycine p-nitrophenyl ester), Cl (hydrochloride), C(C)N1CCCCC1 (N-ethylpiperidine). Solvent: CN(C=O)C (dimethylformamide). Run at time 12 hour. Product: C(C1=CC=CC=C1)OC(=O)N[C@@H](C)C(=O)NCC(=O)C1C(CCC1)(C(=O)OCC)N (Ethyl benzyloxycarbonylalanyl-glycyl-1-amino-1-cyclopentanecarboxylate). Isolated yield 67.0%. RXN SMILES: [NH2:1][C:2]1([C:7]([O:9][CH2:10][CH3:11])=[O:8])[CH2:6][CH2:5][CH2:4][CH2:3]1.Cl.C(N1CCCCC1)C.[N+](C1C=CC([O:30][C:31](=O)[CH2:32][NH:33][C:34](=[O:48])[C@H:35]([CH3:47])[NH:36][C:37]([O:39][CH2:40][C:41]2[CH:46]=[CH:45][CH:44]=[CH:43][CH:42]=2)=[O:38])=CC=1)([O-])=O>CN(C)C=O>[CH2:40]([O:39][C:37]([NH:36][C@H:35]([C:34]([NH:33][CH2:32][C:31]([CH:3]1[CH2:4][CH2:5][CH2:6][C:2]1([NH2:1])[C:7]([O:9][CH2:10][CH3:11])=[O:8])=[O:30])=[O:48])[CH3:47])=[O:38])[C:41]1[CH:42]=[CH:43][CH:44]=[CH:45][CH:46]=1. Reported procedure: To a dimethylformamide (25 ml) solution of ethyl 1-amino-1-cyclopentanecarboxylate liberated from its hydrochloride (1.0 g, 5 mmoles) with N-ethylpiperidine (0.7 ml) there was portionwise added benzyloxycarbonylalanyl-glycine p-nitrophenyl ester (2.1 g, 5 mmoles). After 3 hours of stirring and 12 hours of standing at room temperature the solution was evaporated, the residue was taken into ethyl acetate and extracted successively with 1% ammonia and water, dried over anhydrous sodium sulfate and ... The reactants are O=C(n1ccnc1)n1ccnc1, C1CCOC1, CC(C)(O)c1cc(Br)ccc1N. The product is CC1(C)OC(=O)Nc2ccc(Br)cc21. Reaction SMILES: [C:13](=[O:14])([n:15]1[cH:16][cH:17][n:18][cH:19]1)[n:20]1[cH:21][cH:22][n:23][cH:24]1.[CH2:25]1[O:26][CH2:27][CH2:28][CH2:29]1.[NH2:1][c:2]1[c:3]([C:9]([CH3:10])([CH3:11])[OH:12])[cH:4][c:5]([Br:8])[cH:6][cH:7]1>>[NH:1]1[c:2]2[c:3]([cH:4][c:5]([Br:8])[cH:6][cH:7]2)[C:9]([CH3:10])([CH3:11])[O:12][C:13]1=[O:14]. The product is Nc1ccc(Cl)c(Cl)c1N. Starting materials: CCO, Nc1c([N+](=O)[O-])ccc(Cl)c1Cl, [H][H], O. RXN SMILES: [CH3:13][CH2:14][OH:15].[Cl:1][c:2]1[c:3]([NH2:4])[c:5]([N+:10]([O-:11])=[O:12])[cH:6][cH:7][c:8]1[Cl:9].[H:16][H:17].[OH2:18]>>[Cl:1][c:2]1[c:3]([NH2:4])[c:5]([NH2:10])[cH:6][cH:7][c:8]1[Cl:9]. Starting materials: O (Water), crude residue, BrC1=CC=C(CCNC(OC(C)(C)C)=O)C=C1 (tert-butyl 4-bromophenethylcarbamate), C([O-])([O-])=O.[Na+].[Na+] (sodium carbonate), COC1=NC=C(C(=N1)OC)B(O)O (2,4-dimethoxy-5-pyrimidinylboronic acid). The reagents and catalysts are C=1C=CC(=CC1)[P](C=2C=CC=CC2)(C=3C=CC=CC3)[Pd]([P](C=4C=CC=CC4)(C=5C=CC=CC5)C=6C=CC=CC6)([P](C=7C=CC=CC7)(C=8C=CC=CC8)C=9C=CC=CC9)[P](C=1C=CC=CC1)(C=1C=CC=CC1)C=1C=CC=CC1 (palladium tetrakis). The solvent is C(C)(=O)OCC (ethyl acetate), C(C)(=O)OCC.CCCCCC (ethyl acetate hexane). Run at temperature 90 celsius. Yields the product COC1=NC=C(C(=N1)OC)C1=CC=C(CCNC(OC(C)(C)C)=O)C=C1 (tert-butyl 4-(2,4-dimethoxypyrimidin-5-yl)phenethylcarbamate). RXN SMILES: Br[C:2]1[CH:17]=[CH:16][C:5]([CH2:6][CH2:7][NH:8][C:9](=[O:15])[O:10][C:11]([CH3:14])([CH3:13])[CH3:12])=[CH:4][CH:3]=1.C(=O)([O-])[O-].[Na+].[Na+].[CH3:24][O:25][C:26]1[N:31]=[C:30]([O:32][CH3:33])[C:29](B(O)O)=[CH:28][N:27]=1.O>C1C=CC([P]([Pd]([P](C2C=CC=CC=2)(C2C=CC=CC=2)C2C=CC=CC=2)([P](C2C=CC=CC=2)(C2C=CC=CC=2)C2C=CC=CC=2)[P](C2C=CC=CC=2)(C2C=CC=CC=2)C2C=CC=CC=2)(C2C=CC=CC=2)C2C=CC=CC=2)=CC=1.C(OCC)(=O)C.CCCCCC.C(OCC)(=O)C>[CH3:24][O:25][C:26]1[N:31]=[C:30]([O:32][CH3:33])[C:29]([C:2]2[CH:17]=[CH:16][C:5]([CH2:6][CH2:7][NH:8][C:9](=[O:15])[O:10][C:11]([CH3:14])([CH3:13])[CH3:12])=[CH:4][CH:3]=2)=[CH:28][N:27]=1 |f:1.2.3,7.8,^1:41,43,62,81|. Reported procedure: Industrial methylated spirits (IMS; 15 mL) and water (5 mL) were degassed thoroughly. tert-butyl 4-bromophenethylcarbamate (1.08 g, 3.63 mmol), sodium carbonate (1.54 g, 14.52 mmol), palladium tetrakis (0.42 g, 0.36 mmol) and 2,4-dimethoxy-5-pyrimidinylboronic acid (1.00 g, 5.44 mmol) were added and the reaction mixture heated to 90° C. for 18 hours. No starting material was observed by LCMS. Water (100 ml) and ethyl acetate (300 ml) were added and the organic layer separated. The organic layer ... The reactants are [Al+3], COc1ccc(-c2cc3ccc(OC)cc3s2)cc1, COc1ccc(C(=O)O)cc1, CN(C)C=O, ClC(Cl)Cl, [Cl-], [Cl-], [Cl-], C1CCOC1, O=S(Cl)Cl. The product is COc1ccc(C(=O)c2c(-c3ccc(OC)cc3)sc3cc(OC)ccc23)cc1. As a reaction SMILES: [Al+3:36].[CH3:16][O:17][c:18]1[cH:19][cH:20][c:21]2[c:22]([s:23][c:24](-[c:26]3[cH:27][cH:28][c:29]([O:32][CH3:33])[cH:30][cH:31]3)[cH:25]2)[cH:34]1.[CH3:1][O:2][c:3]1[cH:4][cH:5][c:6]([C:9]([OH:10])=[O:11])[cH:7][cH:8]1.[CH3:48][N:49]([CH3:50])[CH:51]=[O:52].[CH:44]([Cl:45])([Cl:46])[Cl:47].[Cl-:35].[Cl-:37].[Cl-:38].[O:39]1[CH2:40][CH2:41][CH2:42][CH2:43]1.[S:12]([Cl:13])([Cl:14])=[O:15]>>[CH3:1][O:2][c:3]1[cH:4][cH:5][c:6]([C:9](=[O:11])[c:25]2[c:21]3[cH:20][cH:19][c:18]([O:17][CH3:16])[cH:34][c:22]3[s:23][c:24]2-[c:26]2[cH:27][cH:28][c:29]([O:32][CH3:33])[cH:30][cH:31]2)[cH:7][cH:8]1. Starting materials: C(C)O (ethanol), CS(=O)C (dimethylsulfoxide), O (water), [H-].[Na+] (sodium hydride), ClC=1C(=NC=C(C1)C(F)(F)F)NC1=C(C(=C(C=C1[N+](=O)[O-])C(F)(F)F)Cl)[N+](=O)[O-] (N-(3-chloro-5-trifluoromethyl-2-pyridyl)-2,6-dinitro-3-chloro-4-trifluoromethylaniline). Yields the product ClC=1C(=NC=C(C1)C(F)(F)F)NC1=C(C(=C(C=C1[N+](=O)[O-])C(F)(F)F)OCC)[N+](=O)[O-] (N-(3-chloro-5-trifluoromethyl-2-pyridyl)-2,6-dinitro-3-ethoxy-4-trifluoromethylaniline). As a reaction SMILES: [CH2:1]([OH:3])[CH3:2].[H-].[Na+].[Cl:6][C:7]1[C:8]([NH:17][C:18]2[C:23]([N+:24]([O-:26])=[O:25])=[CH:22][C:21]([C:27]([F:30])([F:29])[F:28])=[C:20](Cl)[C:19]=2[N+:32]([O-:34])=O)=[N:9][CH:10]=[C:11]([C:13]([F:16])([F:15])[F:14])[CH:12]=1.CS(C)=O.[OH2:39]>>[Cl:6][C:7]1[C:8]([NH:17][C:18]2[C:19]([N+:32]([O-:34])=[O:39])=[CH:20][C:21]([C:27]([F:30])([F:28])[F:29])=[C:22]([O:3][CH2:1][CH3:2])[C:23]=2[N+:24]([O-:26])=[O:25])=[N:9][CH:10]=[C:11]([C:13]([F:14])([F:15])[F:16])[CH:12]=1 |f:1.2|. Procedure: In 30 ml. of ethanol, 1.5 g. of sodium hydride was added with stirring and a solution of 7.0 g. of N-(3-chloro-5-trifluoromethyl-2-pyridyl)-2,6-dinitro-3-chloro-4-trifluoromethylaniline (obtained in Preparation 4) in 50 ml. of dimethylsulfoxide was added dropwise to react them at room temperature for 3 hours. The reaction mixture was poured into water and the product was extracted with methylene chloride. The extracted layer was washed with water and dehydrated and the solvent was distilled, the... Starting materials: BrCC(=O)OC (Methyl bromoacetate), C(C(O)C)(=O)[O-].C[N+](C)(C)C (tetramethylammonium lactate). Solvent: CN(C=O)C (dimethylformamide). The product is C(C(O)C)(=O)OCC(=O)OC (2-Methoxy-2-oxoethyl Lactate). Reaction SMILES: Br[CH2:2][C:3]([O:5][CH3:6])=[O:4].[C:7]([O-:12])(=[O:11])[CH:8]([CH3:10])[OH:9].C[N+](C)(C)C>CN(C)C=O>[C:7]([O:12][CH2:2][C:3]([O:5][CH3:6])=[O:4])(=[O:11])[CH:8]([CH3:10])[OH:9] |f:1.2|. Reported procedure: Methyl bromoacetate (4.73 mL, 50 mmol) was added to a stirring solution of tetramethylammonium lactate dehydrate (11.0 g, 55 mmol) in 20 mL dimethylformamide at room temperature. Tetramethylammonium bromide separated from the reaction mixture as a white solid and the title compound was formed quantitatively within 60 min as determined by CG (Method A). The reaction mixture was filtered, the solids were washed with ethyl ether, and the combinated filtrate and ether solution was washed with 5% NaC...